This data is from the Open Reaction Database (ORD), a public repository of structured organic reaction records. The task is: describe an organic reaction: reactants, conditions, products, and yield The reactants are C1(CCCCC1)P(C1=C(C=CC=C1)C1=C(C=C(C=C1C(C)C)C(C)C)C(C)C)C1CCCCC1 (dicyclohexyl(2′,4′,6′-triisopropylbiphenyl-2-yl)phosphine), CC(C)([O-])C.[Na+] (sodium tert-butoxide), O1CCN(CC1)C1=NC=C(C=C1N)N1CCOCC1 (2,5-dimorpholinopyridin-3-amine), ClC1=C(C(=NC2=CC(=CC(=C12)F)F)C1=C(C(=CC=C1)C)C)C (4-chloro-2-(2,3-dimethylphenyl)-5,7-difluoro-3-methylquinoline). Reagents/catalysts: C=1C=CC(=CC1)/C=C/C(=O)/C=C/C2=CC=CC=C2.C=1C=CC(=CC1)/C=C/C(=O)/C=C/C2=CC=CC=C2.C=1C=CC(=CC1)/C=C/C(=O)/C=C/C2=CC=CC=C2.[Pd].[Pd] (Pd2dba3). Run in C1(=CC=CC=C1)C (toluene). The product is CC1=C(C=CC=C1C)C1=NC2=CC(=CC(=C2C(=C1C)NC=1C(=NC=C(C1)N1CCOCC1)N1CCOCC1)F)F (2-(2,3-dimethylphenyl)-N-(2,5-dimorpholinopyridin-3-yl)-5,7-difluoro-3-methylquinolin-4-amine). Reaction SMILES: C1(P(C2CCCCC2)C2C=CC=CC=2C2C(C(C)C)=CC(C(C)C)=CC=2C(C)C)CCCCC1.[O:35]1[CH2:40][CH2:39][N:38]([C:41]2[C:46]([NH2:47])=[CH:45][C:44]([N:48]3[CH2:53][CH2:52][O:51][CH2:50][CH2:49]3)=[CH:43][N:42]=2)[CH2:37][CH2:36]1.Cl[C:55]1[C:64]2[C:59](=[CH:60][C:61]([F:66])=[CH:62][C:63]=2[F:65])[N:58]=[C:57]([C:67]2[CH:72]=[CH:71][CH:70]=[C:69]([CH3:73])[C:68]=2[CH3:74])[C:56]=1[CH3:75].CC(C)([O-])C.[Na+]>C1(C)C=CC=CC=1.C1C=CC(/C=C/C(/C=C/C2C=CC=CC=2)=O)=CC=1.C1C=CC(/C=C/C(/C=C/C2C=CC=CC=2)=O)=CC=1.C1C=CC(/C=C/C(/C=C/C2C=CC=CC=2)=O)=CC=1.[Pd].[Pd]>[CH3:74][C:68]1[C:69]([CH3:73])=[CH:70][CH:71]=[CH:72][C:67]=1[C:57]1[C:56]([CH3:75])=[C:55]([NH:47][C:46]2[C:41]([N:38]3[CH2:39][CH2:40][O:35][CH2:36][CH2:37]3)=[N:42][CH:43]=[C:44]([N:48]3[CH2:49][CH2:50][O:51][CH2:52][CH2:53]3)[CH:45]=2)[C:64]2[C:59](=[CH:60][C:61]([F:66])=[CH:62][C:63]=2[F:65])[N:58]=1 |f:3.4,6.7.8.9.10|. Reported procedure: The Buchwald coupled product was prepared according to Procedure H using dicyclohexyl(2′,4′,6′-triisopropylbiphenyl-2-yl)phosphine (0.022 g, 0.045 mmol), 2,5-dimorpholinopyridin-3-amine (0.090 g, 0.34 mmol), 4-chloro-2-(2,3-dimethylphenyl)-5,7-difluoro-3-methylquinoline (0.090 g, 0.28 mmol), Pd2dba3 (0.010 g, 0.011 mmol) and sodium tert-butoxide (0.068 g, 0.71 mmol) in toluene (2.8 mL) at 120° C. for 1 h. The crude product was purified by column chromatography on basic alumina (0 to 50% hexanes/... Starting materials: Cl(=O)(=O)(=O)[O-].C1CC[N+]=2CCCC12 (1,2,3,5,6,7-Hexahydropyrrolizinium perchlorate), C(#C)[Mg]Br (ethynylmagnesium bromide). The solvent is C1CCOC1 (THF). Conditions: time 45 minute. Product: C(#C)C12CCCN2CCC1 (7a-Ethynyl-hexahydro-1H-pyrrolizine). The yield is 71.0%. As a reaction SMILES: Cl([O-])(=O)(=O)=O.[CH2:6]1[C:13]2[CH2:12][CH2:11][CH2:10][N+:9]=2[CH2:8][CH2:7]1.[C:14]([Mg]Br)#[CH:15]>C1COCC1>[C:14]([C:13]12[CH2:12][CH2:11][CH2:10][N:9]1[CH2:8][CH2:7][CH2:6]2)#[CH:15] |f:0.1|. Procedure details: The compound from step 15a above (1.0 g, 4.8 mmol) was added to a solution of 0.5 M ethynylmagnesium bromide (29 mL, 14.3 mmol) in THF at room temperature. The reaction mixture was stirred for 45 minutes, quenched with 15% NaOH solution, and diluted with brine:water (1:1). The aqueous phase was extracted with CH2Cl2, and the organic phases were combined, dried (MgSO4), concentrated and chromatographed (silica gel; CHCl3 /MeOH, 90:10) to afford an amber oil (463 mg, 71%): 1H NMR (CDCl3, 300 MHz) ... Reactants: N1CCCCC1 (piperidine), COC1=C(C=C(C=O)C=C1)[N+](=O)[O-] (4-methoxy-3-nitro-benzaldehyde), compound, C(CC(=O)O)(=O)O (malonic acid). Solvent: N1=CC=CC=C1 (pyridine), N1=CC=CC=C1 (pyridine), N1=CC=CC=C1 (pyridine). Run at temperature 120 celsius. Product: COC1=C(C=C(C=C1)C=CC(=O)O)[N+](=O)[O-] (3-(4-Methoxy-3-nitro-phenyl)-acrylic acid). Reaction SMILES: [CH3:1][O:2][C:3]1[CH:10]=[CH:9][C:6]([CH:7]=O)=[CH:5][C:4]=1[N+:11]([O-:13])=[O:12].C(O)(=O)[CH2:15][C:16]([OH:18])=[O:17].N1CCCCC1>N1C=CC=CC=1>[CH3:1][O:2][C:3]1[CH:10]=[CH:9][C:6]([CH:7]=[CH:15][C:16]([OH:18])=[O:17])=[CH:5][C:4]=1[N+:11]([O-:13])=[O:12]. Procedure details: 4-methoxy-3-nitro-benzaldehyde (compound of Example 5; 1.05 g, 5.79 mmol) and malonic acid (1.32 g, 1.27 mmol) were dissolved in pyridine (20 mL) under stirring and piperidine (1 mL) was added to the pyridine solution. The reaction mixture was heated at 75° C. to 80° C. for 3 h, after which the temperature was further increased to 120° C. and maintained at this temperature for 6 h. At the end of the reaction, pyridine was evaporated, followed by addition of aqueous HCl (1:1) to obtain pH ˜4. The...